This data is from the Open Reaction Database (ORD), a public repository of structured organic reaction records. The task is: describe an organic reaction: reactants, conditions, products, and yield Starting materials: CC1=C(N)C(=CC=C1)C (2,6-dimethyl-aniline), CN(C=O)CC(C)Cl (1-(N-methylformamido)-2-chloro-propane). The product is CN(C=O)CC(C)NC1=C(C=CC=C1C)C (1-(N-methylformamido)-2-(2,6-dimethylphenyl-amino)-propane). The yield is 22.0%. As a reaction SMILES: [CH3:1][C:2]1[CH:8]=[CH:7][CH:6]=[C:5]([CH3:9])[C:3]=1[NH2:4].[CH3:10][N:11]([CH2:14][CH:15](Cl)[CH3:16])[CH:12]=[O:13]>>[CH3:10][N:11]([CH2:14][CH:15]([NH:4][C:3]1[C:5]([CH3:9])=[CH:6][CH:7]=[CH:8][C:2]=1[CH3:1])[CH3:16])[CH:12]=[O:13]. Procedure: One proceeds as described in Method C) of Example 14 with the difference that 2,6-dimethyl-aniline and 1-(N-methylformamido)-2-chloro-propane are applied as starting substances. The title compound is obtained with a yield of 22%; b.p.: 155°-165° C./80 Pa, m.p.: 69.5°-72° C. The reactants are C, COC(=O)c1cc(=O)c2cc(OC)cc([N+](=O)[O-])c2o1, CC(=O)O, [Pd]. Yields the product COC(=O)c1cc(=O)c2cc(OC)cc(N)c2o1. RXN SMILES: [C:25].[CH3:1][O:2][c:3]1[cH:4][c:5]2[c:6](=[O:20])[cH:7][c:8]([C:16](=[O:17])[O:18][CH3:19])[o:9][c:10]2[c:11]([N+:13]([O-:14])=[O:15])[cH:12]1.[CH3:21][C:22](=[O:23])[OH:24].[Pd:26]>>[CH3:1][O:2][c:3]1[cH:4][c:5]2[c:6](=[O:20])[cH:7][c:8]([C:16](=[O:17])[O:18][CH3:19])[o:9][c:10]2[c:11]([NH2:13])[cH:12]1. The reactants are O(C1=CC=CC=C1)C1=CC=C(CN2N=C(C(=C2)C(=O)OCC)OCC2=CC=C(C=C2)OC2=CC=CC=C2)C=C1 (ethyl 1-(4-phenoxybenzyl)-3-(4-phenoxybenzyloxy)-1H-pyrazole-4-carboxylate). The reagents and catalysts are [C].[Pd] (palladium-carbon). Run in O1CCCC1 (tetrahydrofuran). Conditions: time 8 hour. The product is OC1=NN(C=C1C(=O)OCC)CC1=CC=C(C=C1)OC1=CC=CC=C1 (ethyl 3-hydroxy-1-(4-phenoxybenzyl)-1H-pyrazole-4-carboxylate). Yield: 95.5%. Reaction SMILES: [O:1]([C:8]1[CH:39]=[CH:38][C:11]([CH2:12][N:13]2[CH:17]=[C:16]([C:18]([O:20][CH2:21][CH3:22])=[O:19])[C:15]([O:23]CC3C=CC(OC4C=CC=CC=4)=CC=3)=[N:14]2)=[CH:10][CH:9]=1)[C:2]1[CH:7]=[CH:6][CH:5]=[CH:4][CH:3]=1>[C].[Pd].O1CCCC1>[OH:23][C:15]1[C:16]([C:18]([O:20][CH2:21][CH3:22])=[O:19])=[CH:17][N:13]([CH2:12][C:11]2[CH:38]=[CH:39][C:8]([O:1][C:2]3[CH:7]=[CH:6][CH:5]=[CH:4][CH:3]=3)=[CH:9][CH:10]=2)[N:14]=1 |f:1.2|. Procedure: A mixture of ethyl 1-(4-phenoxybenzyl)-3-(4-phenoxybenzyloxy)-1H-pyrazole-4-carboxylate (21.50 g), 5% palladium-carbon (10.43 g) and tetrahydrofuran (300 ml) was stirred overnight under a hydrogen atmosphere. After the palladium-carbon was removed by filtration, the filtrate was concentrated to obtain ethyl 3-hydroxy-1-(4-phenoxybenzyl)-1H-pyrazole-4-carboxylate (13.35 g, yield 96%) as colorless crystals. This was recrystallized from acetone-hexane. Melting point: 117–118° C. Reactants: COP1Oc2ccccc2-c2ccccc21, Cc1ccccc1, O=C(Cl)c1ccc(Cl)cc1. Yields the product O=C(c1ccc(Cl)cc1)P1(=O)Oc2ccccc2-c2ccccc21. As a reaction SMILES: [CH3:11][O:12][P:13]1[O:14][c:15]2[c:16]([cH:23][cH:24][cH:25][cH:26]2)-[c:17]2[c:18]1[cH:19][cH:20][cH:21][cH:22]2.[CH3:27][c:28]1[cH:29][cH:30][cH:31][cH:32][cH:33]1.[Cl:1][C:2](=[O:3])[c:4]1[cH:5][cH:6][c:7]([Cl:8])[cH:9][cH:10]1>>[C:2](=[O:3])([c:4]1[cH:5][cH:6][c:7]([Cl:8])[cH:9][cH:10]1)[P:13]1(=[O:12])[O:14][c:15]2[c:16]([cH:23][cH:24][cH:25][cH:26]2)-[c:17]2[c:18]1[cH:19][cH:20][cH:21][cH:22]2. Starting materials: C([O-])(O)=O.[Na+] (sodium bicarbonate), C(C)(=O)OC(C)=O (acetic anhydride), C(=O)O (formic acid), NC1=CC=NN1CCO (5-amino-1-(2-hydroxyethyl)pyrazole). Solvent: C(C)(=O)OCC (ethyl acetate), O1CCCC1 (tetrahydrofuran), O (water). Conditions: time 30 minute. Yields the product C(=O)NC1=CC=NN1CCOC=O (5-formamido-1-(2-formyloxyethyl)pyrazole). As a reaction SMILES: [C:1]([O:4][C:5](=O)[CH3:6])(=[O:3])C.[CH:8]([OH:10])=O.[NH2:11][C:12]1[N:16](CCO)[N:15]=[CH:14][CH:13]=1.C(=O)(O)[O-].[Na+]>C(OCC)(=O)C.O1CCCC1.O>[CH:8]([NH:11][C:12]1[N:16]([CH2:6][CH2:5][O:4][CH:1]=[O:3])[N:15]=[CH:14][CH:13]=1)=[O:10] |f:3.4|. Procedure details: A mixture of acetic anhydride (11.13 ml) and formic acid (5.93 ml) was stirred at ambient temperature for 30 minutes. To this solution was added 5-amino-1-(2-hydroxyethyl)pyrazole (5 g) under ice-cooling, and the mixture was stirred at 30°-40° C. for 1 hour. The reaction mixture was poured into a mixture of water, tetrahydrofuran and ethyl acetate and adjusted to pH 6 with aqueous sodium bicarbonate. The organic layer was separated, and the aqueous layer was extracted with a mixture of tetrahydr...